The task is: describe an organic reaction: reactants, conditions, products, and yield. This data is from the Open Reaction Database (ORD), a public repository of structured organic reaction records. Starting materials: CCCC1CCC(CCC2CCC(CO)CC2)CC1, CS(=O)(=O)Cl, CN(C)c1ccncc1, ClCCl, Cl, c1ccncc1. Product: CCCC1CCC(CCC2CCC(COS(C)(=O)=O)CC2)CC1. As a reaction SMILES: [CH2:9]([CH2:10][CH3:11])[CH:12]1[CH2:13][CH2:14][CH:15]([CH2:18][CH2:19][CH:20]2[CH2:21][CH2:22][CH:23]([CH2:26][OH:27])[CH2:24][CH2:25]2)[CH2:16][CH2:17]1.[CH3:1][S:2]([Cl:3])(=[O:4])=[O:5].[CH3:29][N:30]([c:31]1[cH:32][cH:33][n:34][cH:35][cH:36]1)[CH3:37].[Cl:6][CH2:7][Cl:8].[ClH:28].[cH:38]1[cH:39][cH:40][n:41][cH:42][cH:43]1>>[CH3:1][S:2](=[O:4])(=[O:5])[O:27][CH2:26][CH:23]1[CH2:22][CH2:21][CH:20]([CH2:19][CH2:18][CH:15]2[CH2:14][CH2:13][CH:12]([CH2:9][CH2:10][CH3:11])[CH2:17][CH2:16]2)[CH2:25][CH2:24]1. Yields the product O=C(NC(Cc1ccc2[nH]ncc2c1)C(=O)N1CCNCC1)N1CCC(N2Cc3ccccc3NC2=O)CC1. The reactants are O=C(NC(Cc1ccc2[nH]ncc2c1)C(=O)N1CCN(C(=O)OCc2ccccc2)CC1)N1CCC(N2Cc3ccccc3NC2=O)CC1, CO, [H][H]. RXN SMILES: [CH2:1]([O:2][C:3](=[O:4])[N:11]1[CH2:12][CH2:13][N:14]([C:17]([CH:18]([CH2:19][c:20]2[cH:21][c:22]3[cH:23][n:24][nH:25][c:26]3[cH:27][cH:28]2)[NH:29][C:30](=[O:31])[N:32]2[CH2:33][CH2:34][CH:35]([N:38]3[C:39](=[O:48])[NH:40][c:41]4[cH:42][cH:43][cH:44][cH:45][c:46]4[CH2:47]3)[CH2:36][CH2:37]2)=[O:49])[CH2:15][CH2:16]1)[c:5]1[cH:6][cH:7][cH:8][cH:9][cH:10]1.[CH3:52][OH:53].[H:50][H:51]>>[NH:11]1[CH2:12][CH2:13][N:14]([C:17]([CH:18]([CH2:19][c:20]2[cH:21][c:22]3[cH:23][n:24][nH:25][c:26]3[cH:27][cH:28]2)[NH:29][C:30](=[O:31])[N:32]2[CH2:33][CH2:34][CH:35]([N:38]3[C:39](=[O:48])[NH:40][c:41]4[cH:42][cH:43][cH:44][cH:45][c:46]4[CH2:47]3)[CH2:36][CH2:37]2)=[O:49])[CH2:15][CH2:16]1. The reactants are Cl (HCl), [N+](=O)([O-])C1=C(ON2C(C3=CC=CC=C3C2=O)=O)C=CC(=C1)[N+](=O)[O-] (2-(2,4-dinitrophenoxy)isoindoline-1,3-dione), C(Cl)Cl (DCM), O.NN (hydrazine hydrate). Solvent: CO (MeOH). Conditions: temperature 0 celsius, time 2 hour. The product is [N+](=O)([O-])C1=C(C=CC(=C1)[N+](=O)[O-])ON (O-(2,4-dinitrophenyl)hydroxylamine). As a reaction SMILES: [N+:1]([C:4]1[CH:21]=[C:20]([N+:22]([O-:24])=[O:23])[CH:19]=[CH:18][C:5]=1[O:6][N:7]1C(=O)C2C(=CC=CC=2)C1=O)([O-:3])=[O:2].C(Cl)Cl.O.NN.Cl>CO>[N+:1]([C:4]1[CH:21]=[C:20]([N+:22]([O-:24])=[O:23])[CH:19]=[CH:18][C:5]=1[O:6][NH2:7])([O-:3])=[O:2] |f:2.3|. Reported procedure: A 5 L four-necked flask equipped with an overhead stirrer, thermocouple and a condenser was charged with 2-(2,4-dinitrophenoxy)isoindoline-1,3-dione (I-36) (96 g, 291.6 mmol) and DCM (2 L). The stirred solution was cooled to 0° C. and a solution of hydrazine hydrate (36.46 g, 729 mol) in MeOH (300 mL) was added at 0° C. The reaction mixture rapidly became bright yellow and a precipitate formed. The suspension was stirred at 0° C. for 2 hours. 0.5 N HCl (2 L) was added at 0° C. and stirred for 30... Reported procedure: A solution of 3-methyl-6-nitro-1-(2-pyridinyl)-1,9-dihydro-4H-pyrazolo[3,4-b]quinolin-4-one (4.64 g, 14.4 mmol) and 5% palladium-carbon (4.64 g, 50% hydrate) in N,N-dimethylformamide (400 mL) was stirred at room temperature under hydrogen atmosphere for 4 hours. The reaction solution was filtered to remove the catalyst, and the filtrate was evaporated under reduced pressure. The residue thus obtained was purified by silica gel column chromatography (chloroform:methanol=99:1 to chloroform:methano... The yield is 68.2%. RXN SMILES: [CH3:1][C:2]1[C:14]2[C:13](=[O:15])[C:12]3[C:7](=[CH:8][CH:9]=[C:10]([N+:16]([O-])=O)[CH:11]=3)[NH:6][C:5]=2[N:4]([C:19]2[CH:24]=[CH:23][CH:22]=[CH:21][N:20]=2)[N:3]=1>CN(C)C=O.[C].[Pd]>[NH2:16][C:10]1[CH:11]=[C:12]2[C:7](=[CH:8][CH:9]=1)[NH:6][C:5]1[N:4]([C:19]3[CH:24]=[CH:23][CH:22]=[CH:21][N:20]=3)[N:3]=[C:2]([CH3:1])[C:14]=1[C:13]2=[O:15] |f:2.3|. The solvent is CN(C=O)C (N,N-dimethylformamide). Reactants: CC1=NN(C=2NC3=CC=C(C=C3C(C21)=O)[N+](=O)[O-])C2=NC=CC=C2 (3-methyl-6-nitro-1-(2-pyridinyl)-1,9-dihydro-4H-pyrazolo[3,4-b]quinolin-4-one). The reagents and catalysts are [C].[Pd] (palladium-carbon). The product is NC=1C=C2C(C3=C(NC2=CC1)N(N=C3C)C3=NC=CC=C3)=O (6-Amino-3-methyl-1-(2-pyridinyl)-1,9-dihydro-4H-pyrazolo[3,4-b]quinolin-4-one).